Dataset: the Open Reaction Database (ORD), a public repository of structured organic reaction records. Task: describe an organic reaction: reactants, conditions, products, and yield The reactants are CS(=O)(=O)N1CCN(CC1)[C@H]1C[C@H](NC1)C(=O)NC1=CC=C(C(=O)OC(C)(C)C)C=C1 (2-methyl-2-propanyl 4-[({(2S,4S)-4-[4-(methylsulfonyl)-1-piperazinyl]-2-pyrrolidinyl}carbonyl)amino]benzoate), CC(C)(C)OC(=O)NC[C@H]1CC[C@H](CC1)C(=O)O (cis-4-[({[(2-methyl-2-propanyl)oxy]carbonyl}amino)methyl]cyclohexanecarboxylic acid). The product is CC(C)(C)OC(=O)NC[C@H]1CC[C@H](CC1)C(=O)N1[C@@H](C[C@@H](C1)N1CCN(CC1)S(=O)(=O)C)C(=O)NC1=CC=C(C(=O)OC(C)(C)C)C=C1 (2-methyl-2-propanyl 4-[({(2S,4S)-1-({cis-4-[({[(2-methyl-2-propanyl)oxy]carbonyl}amino)methyl]cyclohexyl}carbonyl)-4-[4-(methylsulfonyl)-1-piperazinyl]-2-pyrrolidinyl}carbonyl)amino]benzoate). Reaction SMILES: [CH3:1][S:2]([N:5]1[CH2:10][CH2:9][N:8]([C@@H:11]2[CH2:15][NH:14][C@H:13]([C:16]([NH:18][C:19]3[CH:31]=[CH:30][C:22]([C:23]([O:25][C:26]([CH3:29])([CH3:28])[CH3:27])=[O:24])=[CH:21][CH:20]=3)=[O:17])[CH2:12]2)[CH2:7][CH2:6]1)(=[O:4])=[O:3].[CH3:32][C:33]([O:36][C:37]([NH:39][CH2:40][C@@H:41]1[CH2:46][CH2:45][C@H:44]([C:47](O)=[O:48])[CH2:43][CH2:42]1)=[O:38])([CH3:35])[CH3:34]>>[CH3:35][C:33]([O:36][C:37]([NH:39][CH2:40][C@@H:41]1[CH2:46][CH2:45][C@H:44]([C:47]([N:14]2[CH2:15][C@@H:11]([N:8]3[CH2:9][CH2:10][N:5]([S:2]([CH3:1])(=[O:4])=[O:3])[CH2:6][CH2:7]3)[CH2:12][C@H:13]2[C:16]([NH:18][C:19]2[CH:31]=[CH:30][C:22]([C:23]([O:25][C:26]([CH3:28])([CH3:27])[CH3:29])=[O:24])=[CH:21][CH:20]=2)=[O:17])=[O:48])[CH2:43][CH2:42]1)=[O:38])([CH3:32])[CH3:34]. Procedure: Following the procedure described in Example 8, the compound prepared in Example 6 was treated with cis-4-[({[(2-methyl-2-propanyl)oxy]carbonyl}amino)methyl]cyclohexanecarboxylic acid to give the title compound as a white solid. Starting materials: Cc1cnc(NCC2CCCN2C(=O)OC(C)(C)C)c(=O)n1CC(=O)O, Cc1c[nH]c2ccc(CN)cc12, O=C[O-], ClCCl, [NH4+]. Yields the product Cc1c[nH]c2ccc(CNC(=O)Cn3c(C)cnc(NCC4CCCN4C(=O)OC(C)(C)C)c3=O)cc12. RXN SMILES: [C:1]([CH3:2])([CH3:3])([CH3:4])[O:5][C:6](=[O:7])[N:8]1[CH:9]([CH2:13][NH:14][c:15]2[c:16](=[O:26])[n:17]([CH2:22][C:23](=[O:24])[OH:25])[c:18]([CH3:21])[cH:19][n:20]2)[CH2:10][CH2:11][CH2:12]1.[CH3:27][c:28]1[cH:29][nH:30][c:31]2[cH:32][cH:33][c:34]([CH2:37][NH2:38])[cH:35][c:36]12.[CH:39]([O-:40])=[O:41].[Cl:43][CH2:44][Cl:45].[NH4+:42]>>[C:1]([CH3:2])([CH3:3])([CH3:4])[O:5][C:6](=[O:7])[N:8]1[CH:9]([CH2:13][NH:14][c:15]2[c:16](=[O:26])[n:17]([CH2:22][C:23](=[O:24])[NH:38][CH2:37][c:34]3[cH:33][cH:32][c:31]4[nH:30][cH:29][c:28]([CH3:27])[c:36]4[cH:35]3)[c:18]([CH3:21])[cH:19][n:20]2)[CH2:10][CH2:11][CH2:12]1. Reactants: O=C([O-])O, CN(C)c1ccncc1, COc1ccc(-c2cnc(N)c(Cc3ccccc3)n2)cc1, [Na+], O=C(Cl)Cc1ccccc1, c1ccncc1. Yields the product COc1ccc(-c2cnc(NC(=O)Cc3ccccc3)c(Cc3ccccc3)n2)cc1. RXN SMILES: [C:33](=[O:34])([OH:35])[O-:36].[CH3:44][N:45]([CH3:46])[c:47]1[cH:48][cH:49][n:50][cH:51][cH:52]1.[NH2:1][c:2]1[n:3][cH:4][c:5](-[c:15]2[cH:16][cH:17][c:18]([O:21][CH3:22])[cH:19][cH:20]2)[n:6][c:7]1[CH2:8][c:9]1[cH:10][cH:11][cH:12][cH:13][cH:14]1.[Na+:37].[c:23]1([CH2:29][C:30](=[O:31])[Cl:32])[cH:24][cH:25][cH:26][cH:27][cH:28]1.[cH:38]1[cH:39][cH:40][n:41][cH:42][cH:43]1>>[NH:1]([c:2]1[n:3][cH:4][c:5](-[c:15]2[cH:16][cH:17][c:18]([O:21][CH3:22])[cH:19][cH:20]2)[n:6][c:7]1[CH2:8][c:9]1[cH:10][cH:11][cH:12][cH:13][cH:14]1)[C:30]([CH2:29][c:23]1[cH:24][cH:25][cH:26][cH:27][cH:28]1)=[O:31]. Starting materials: COC1=NC(=CC(=N1)C=1C=C(C=CC1)C(C)=O)NCCC1=CC=C(C=C1)OC (1-(3-{2-methoxy-6-[2-(4-methoxy-phenyl)-ethylamino]-pyrimidin-4-yl}-phenyl)-ethanone), COC(C)(N(C)C)OC (dimethylacetamide dimethylacetal). Run in O (water). Run at temperature 90 celsius. The product is CN(C(=CC(=O)C1=CC(=CC=C1)C1=NC(=NC(=C1)NCCC1=CC=C(C=C1)OC)OC)C)C (3-dimethylamino-1-(3-{2-methoxy-6-[2-(4-methoxy-phenyl)-ethylamino]-pyrimidin-4-yl}-phenyl)-but-2-en-1-one). Reaction SMILES: [CH3:1][O:2][C:3]1[N:8]=[C:7]([C:9]2[CH:10]=[C:11]([C:15](=[O:17])[CH3:16])[CH:12]=[CH:13][CH:14]=2)[CH:6]=[C:5]([NH:18][CH2:19][CH2:20][C:21]2[CH:26]=[CH:25][C:24]([O:27][CH3:28])=[CH:23][CH:22]=2)[N:4]=1.CO[C:31](OC)([N:33]([CH3:35])[CH3:34])[CH3:32]>O>[CH3:34][N:33]([CH3:35])[C:31]([CH3:32])=[CH:16][C:15]([C:11]1[CH:12]=[CH:13][CH:14]=[C:9]([C:7]2[CH:6]=[C:5]([NH:18][CH2:19][CH2:20][C:21]3[CH:22]=[CH:23][C:24]([O:27][CH3:28])=[CH:25][CH:26]=3)[N:4]=[C:3]([O:2][CH3:1])[N:8]=2)[CH:10]=1)=[O:17]. Procedure details: A mixture of 1-(3-{2-methoxy-6-[2-(4-methoxy-phenyl)-ethylamino]-pyrimidin-4-yl}-phenyl)-ethanone [125 mg, 0.33 mmol, Example 35(h)] and dimethylacetamide dimethylacetal (2 mL) in a round bottom flask is heated to 90° C. for 4 hours. The reaction mixture is treated with water (20 mL) and extracted three times with EtOAc (20 mL). The combined organics are dried over magnesium sulfate, filtered and concentrated by rotary evaporator to provide 3-dimethylamino-1-(3-{2-methoxy-6-[2-(4-methoxy-phenyl)... Reactants: [Li+].[OH-] (LiOH), O (water), FC(COC1=C(C=CC=C1)C1=C(C=CC(=C1)F)C1=NNC=N1)(F)F (3-((2-(2,2,2-Trifluoroethoxy)-phenyl)-(4-fluoro)phenyl]-1,2,4-triazole), C1CCOC1 (THF). Reaction conditions: time 18 hour. Product: FC(COC1=C(C=CC=C1)C1=C(C(=O)O)C=CC(=C1)F)(F)F ((2-(2,2,2-Trifluoroethoxy)-phenyl)-4-fluorobenzoic acid). RXN SMILES: [F:1][C:2]([F:24])([F:23])[CH2:3][O:4][C:5]1[CH:10]=[CH:9][CH:8]=[CH:7][C:6]=1[C:11]1[CH:16]=[C:15]([F:17])[CH:14]=[CH:13][C:12]=1[C:18]1N=CNN=1.C1COCC1.[Li+].[OH-:31].[OH2:32]>>[F:1][C:2]([F:24])([F:23])[CH2:3][O:4][C:5]1[CH:10]=[CH:9][CH:8]=[CH:7][C:6]=1[C:11]1[CH:16]=[C:15]([F:17])[CH:14]=[CH:13][C:12]=1[C:18]([OH:32])=[O:31] |f:2.3|. Procedure: To a solution of 0.75 g (2.29 mol) of Methyl 1-3-((2-trifluoroethoxy)phenyl)-4-fluorobenzoate (Example 8, Step B) in 11.5 Ml of a 3:1 mixture of THF: water was added 0.164 g (6.86 mmol) of LiOH and the reaction mixture was stirred at RT for 18 hr. The reaction mixture was concentrated and the Ph was adjusted to Ph=2 with 1N HCl solution. The mixture was extracted with EtOAc and the combine organic fractions were washed with brine, dried over MgSO4, filtered and the filtrate was concentrated to g...